describe an organic reaction: reactants, conditions, products, and yield From a dataset of the Open Reaction Database (ORD), a public repository of structured organic reaction records. Starting materials: C1(=CC=CC=C1)S(=O)(=O)CC1=CC=C(C(=C1C(=O)OC)OCCNC(=O)OC(C)(C)C)CC (methyl 6-(benzenesulphonylmethyl)-2-(2-t-butoxycarbonylaminoethoxy)-3-ethylbenzoate), C1(=CC=CC=C1)S(=O)(=O)CC1=CC=C(C(=C1C(=O)OC)OCCNC(=O)OC(C)(C)C)CC (methyl 6-(benzenesulphonylmethyl)-2-(2-t-butoxycarbonylaminoethoxy)-3-ethylbenzoate), [OH-].[Li+] (lithium hydroxide). Run in O1CCOCC1 (dioxane), O (water). Conditions: temperature 130 celsius. Yields the product C1(=CC=CC=C1)S(=O)(=O)CC1=CC=C(C(=C1C(=O)O)OCCNOC(C)(C)C)CC (6-(benzenesulphonylmethyl)-2-(2-t-butoxyaminoethoxy)-3-ethylbenzoic acid). The yield is 131.6%. RXN SMILES: [C:1]1([S:7]([CH2:10][C:11]2[C:16]([C:17]([O:19]C)=[O:18])=[C:15]([O:21][CH2:22][CH2:23][NH:24]C(OC(C)(C)C)=O)[C:14]([CH2:32][CH3:33])=[CH:13][CH:12]=2)(=[O:9])=[O:8])[CH:6]=[CH:5][CH:4]=[CH:3][CH:2]=1.[OH-:34].[Li+]>O1CCOCC1.O>[C:1]1([S:7]([CH2:10][C:11]2[C:16]([C:17]([OH:19])=[O:18])=[C:15]([O:21][CH2:22][CH2:23][NH:24][O:34][C:11]([CH3:16])([CH3:12])[CH3:10])[C:14]([CH2:32][CH3:33])=[CH:13][CH:12]=2)(=[O:8])=[O:9])[CH:6]=[CH:5][CH:4]=[CH:3][CH:2]=1 |f:1.2|. Reported procedure: A mixture of methyl 6-(benzenesulphonylmethyl)-2-(2-t-butoxycarbonylaminoethoxy)-3-ethylbenzoate (Intermediate 108, 0.125 g), and lithium hydroxide (0.066 g) in dioxane (1.4 ml) and water (0.4 ml) was stirred and heated in the microwave at 130° C. for 45 minutes. The mixture was evaporated to dryness and the residue was partitioned between ethyl acetate and water. The aqueous layer was acidified with hydrochloric acid (1M) and extracted with ethyl acetate, washed with water, dried (Na2SO4) and f... The reactants are BrCC(=O)N (2-bromoacetamide), C([O-])([O-])=O.[K+].[K+] (potassium carbonate), FC1=C(C=CC(=C1)F)[C@@](CN1N=CN=C1)([C@@H](C)S)O ((2R,3R)-2-(2,4-difluorophenyl)-3-mercapto-1-(1H-1,2,4-triazol-1-yl)-2-butanol). The solvent is CN(C=O)C (dimethylformamide), C1=CC=CC=C1 (benzene). Run at time 1 hour. Product: C(N)(=O)CS[C@@H]([C@@](CN1N=CN=C1)(O)C1=C(C=C(C=C1)F)F)C ((2R,3R)-3-(Carbamoylmethylthio)-2-(2,4-difluorophenyl)-1-(1H-1,2,4-triazol-1-yl)-2-butanol). The yield is 75.1%. As a reaction SMILES: Br[CH2:2][C:3]([NH2:5])=[O:4].C(=O)([O-])[O-].[K+].[K+].[F:12][C:13]1[CH:18]=[C:17]([F:19])[CH:16]=[CH:15][C:14]=1[C@:20]([OH:30])([C@H:27]([SH:29])[CH3:28])[CH2:21][N:22]1[CH:26]=[N:25][CH:24]=[N:23]1>CN(C)C=O.C1C=CC=CC=1>[C:3]([CH2:2][S:29][C@H:27]([CH3:28])[C@:20]([C:14]1[CH:15]=[CH:16][C:17]([F:19])=[CH:18][C:13]=1[F:12])([OH:30])[CH2:21][N:22]1[CH:26]=[N:25][CH:24]=[N:23]1)(=[O:4])[NH2:5] |f:1.2.3|. Reported procedure: 58 mg (0.42 mmole) of 2-bromoacetamide and 48 mg (0.35 mmole) of potassium carbonate were added to a solution of 100 mg (0.35 mmole) of (2R,3R)-2-(2,4-difluorophenyl)-3-mercapto-1-(1H-1,2,4-triazol-1-yl)-2-butanol in 3 ml of anhydrous dimethylformamide, and the mixture was stirred at room temperature for 1 hour. At the end of this time, the reaction mixture was diluted with benzene and washed with a saturated aqueous solution of sodium chloride, after which the solvent was removed by distillatio... Reactants: CN(S(=O)(=O)C1=NC=CC=C1)C1=NC=C(C=C1Cl)Cl (N-methyl-N-(3,5-dichloro-2-pyridyl)-2-pyridinesulfonamide), C(C)(=O)OO (peracetic acid). Yields the product CN(S(=O)(=O)C=1[N+](=CC=CC1)[O-])C1=NC=C(C=C1Cl)Cl (N-methyl-N-(3,5-dichloro-2-pyridyl)-2-pyridinesulfonamide 1-oxide). RXN SMILES: [CH3:1][N:2]([C:12]1[C:17]([Cl:18])=[CH:16][C:15]([Cl:19])=[CH:14][N:13]=1)[S:3]([C:6]1[CH:11]=[CH:10][CH:9]=[CH:8][N:7]=1)(=[O:5])=[O:4].C(OO)(=[O:22])C>>[CH3:1][N:2]([C:12]1[C:17]([Cl:18])=[CH:16][C:15]([Cl:19])=[CH:14][N:13]=1)[S:3]([C:6]1[N+:7]([O-:22])=[CH:8][CH:9]=[CH:10][CH:11]=1)(=[O:5])=[O:4]. Procedure details: Following the procedures of Example 1, N-methyl-N-(3,5-dichloro-2-pyridyl)-2-pyridinesulfonamide is oxidized with 40% peracetic acid to give the title compound, MS m/e 334.00 (M+). Reactants: ( 24 ), C(=O)(C(F)(F)F)O (TFA), TEA, C(C)OC(CC=C)OCC (3-butenal diethylacetal), N1C=CC=C1 (pyrrole). Yields the product C(C=C)C1=CC=C(C=O)C=C1 (4-Allylbenzaldehyde). The yield is 456.9%. RXN SMILES: C(O[CH:4]([O:8]CC)[CH2:5][CH:6]=[CH2:7])C.N1[CH:15]=[CH:14][CH:13]=[CH:12]1.[C:16](O)([C:18](F)(F)F)=O>>[CH2:14]([C:15]1[CH:7]=[CH:6][C:5]([CH:4]=[O:8])=[CH:18][CH:16]=1)[CH:13]=[CH2:12]. Reported procedure: 5-Allyldipyrromethane (24). Following a standard procedure,40,41 a solution of 3-butenal diethylacetal (4.00 g, 27.7 mmol) in pyrrole (194 mL, 2.77 mol) at room temperature under argon was treated with TFA (467 μL, 2.77 mmol) for 10 min. TEA (221 μL, 2.77 mmol) was added. The mixture was concentrated under high vacuum. The residue was chromatographed [silica, hexanes/ethyl acetate (4:1)] to afford a pale orange oil (1.85 g, 36%): 1H NMR δ 2.86 (t, J=8.0 Hz, 2H), 4.11 (t, J=8.0 Hz, 1H), 5.02-5.12... The reactants are BrC=1C=CC(=NC1)/C=C/C1C2=C(NC=3CC(CC(C13)=O)(C)C)NN=C2.C1CC1CC(=O)N (4-[(E)-2-(5-bromopyridin-2-yl)vinyl]-7,7-dimethyl-5-oxo-4,5,6,7,8,9-hexahydro-1H-pyrazolo[3,4-b]quinoline 3-cyclopropylmethylcarboxamide), FC=1C=C(C=CC1F)B(O)O (3,4-difluorophenylboronic acid), [O-]P(=O)([O-])[O-].[K+].[K+].[K+] (K3PO4). The reagents and catalysts are C1=CC=C(C=C1)P([C-]2C=CC=C2)C3=CC=CC=C3.C1=CC=C(C=C1)P([C-]2C=CC=C2)C3=CC=CC=C3.Cl[Pd]Cl.[Fe+2] (1,1′-bis(diphenylphosphino)ferrocenepalladium dichloride). Product: FC=1C=C(C=CC1F)C=1C=CC(=NC1)/C=C/C1C2=C(NC=3CC(CC(C13)=O)(C)C)NN=C2.C1CC1CC(=O)N (4-{(E)-2-[5-(3,4-Difluorophenyl)pyridin-2-yl]vinyl}-7,7-dimethyl-5-oxo-4,5,6,7,8,9-hexahydro-1H-pyrazolo[3,4-b]quinoline 3-cyclopropylmethylcarboxamide). RXN SMILES: Br[C:2]1[CH:3]=[CH:4][C:5](/[CH:8]=[CH:9]/[CH:10]2[C:19]3[C:18](=[O:20])[CH2:17][C:16]([CH3:22])([CH3:21])[CH2:15][C:14]=3[NH:13][C:12]3[NH:23][N:24]=[CH:25][C:11]2=3)=[N:6][CH:7]=1.[CH2:26]1[CH:28]([CH2:29][C:30]([NH2:32])=[O:31])[CH2:27]1.[F:33][C:34]1[CH:35]=[C:36](B(O)O)[CH:37]=[CH:38][C:39]=1[F:40].[O-]P([O-])([O-])=O.[K+].[K+].[K+]>C1C=CC(P(C2C=CC=CC=2)[C-]2C=CC=C2)=CC=1.C1C=CC(P(C2C=CC=CC=2)[C-]2C=CC=C2)=CC=1.Cl[Pd]Cl.[Fe+2]>[F:33][C:34]1[CH:35]=[C:36]([C:2]2[CH:3]=[CH:4][C:5](/[CH:8]=[CH:9]/[CH:10]3[C:19]4[C:18](=[O:20])[CH2:17][C:16]([CH3:22])([CH3:21])[CH2:15][C:14]=4[NH:13][C:12]4[NH:23][N:24]=[CH:25][C:11]3=4)=[N:6][CH:7]=2)[CH:37]=[CH:38][C:39]=1[F:40].[CH2:27]1[CH:28]([CH2:29][C:30]([NH2:32])=[O:31])[CH2:26]1 |f:0.1,3.4.5.6,7.8.9.10,11.12|. Procedure details: The title compound is prepared according to procedure C from 125 mg of 4-[(E)-2-(5-bromopyridin-2-yl)vinyl]-7,7-dimethyl-5-oxo-4,5,6,7,8,9-hexahydro-1H-pyrazolo[3,4-b]quinoline-3-cyclopropylmethylcarboxamide, 60 mg of 3,4-difluorophenylboronic acid, 134 mg of K3PO4 and 37 mg of 1,1′-bis(diphenylphosphino)ferrocenepalladium dichloride. The reactants are BrC=1C=C(C=C(C1)C(F)(F)F)C=1N=C(OC1)CCC(=O)OC (methyl 3-(4-(3-bromo-5-(trifluoromethyl)phenyl)oxazol-2-yl)propanoate), S1C=C(C=C1)B(O)O (thiophene-3-boronic acid), S1C(=CC=C1)C=1C=C(C=C(C1)C(F)(F)F)C=1N=C(OC1)CCC(=O)OC (methyl 3-(4-(3-(thiophen-2-yl)-5-(trifluoromethyl)phenyl)oxazol-2-yl)propanoate). Yields the product S1C=C(C=C1)C=1C=C(C=C(C1)C(F)(F)F)C=1N=C(OC1)CCC(=O)OC (methyl 3-(4-(3-(thiophen-3-yl)-5-(trifluoromethyl)phenyl)oxazol-2-yl)propanoate). The yield is 81.0%. Reaction SMILES: Br[C:2]1[CH:3]=[C:4]([C:12]2[N:13]=[C:14]([CH2:17][CH2:18][C:19]([O:21][CH3:22])=[O:20])[O:15][CH:16]=2)[CH:5]=[C:6]([C:8]([F:11])([F:10])[F:9])[CH:7]=1.[S:23]1[CH:27]=[CH:26][C:25](B(O)O)=[CH:24]1.S1C=CC=C1C1C=C(C2N=C(CCC(OC)=O)OC=2)C=C(C(F)(F)F)C=1>>[S:23]1[CH:27]=[CH:26][C:25]([C:2]2[CH:3]=[C:4]([C:12]3[N:13]=[C:14]([CH2:17][CH2:18][C:19]([O:21][CH3:22])=[O:20])[O:15][CH:16]=3)[CH:5]=[C:6]([C:8]([F:11])([F:10])[F:9])[CH:7]=2)=[CH:24]1. Procedure: The title compound was prepared from methyl 3-(4-(3-bromo-5-(trifluoromethyl)phenyl)oxazol-2-yl)propanoate (Reference Example 44) and thiophene-3-boronic acid by a procedure similar to the one described for methyl 3-(4-(3-(thiophen-2-yl)-5-(trifluoromethyl)phenyl)oxazol-2-yl)propanoate (Reference Example 47) to provide methyl 3-(4-(3-(thiophen-3-yl)-5-(trifluoromethyl)phenyl)oxazol-2-yl)propanoate (0.371 g, 81%) as a yellow solid. The solvent is ClCCl (dichloromethane), ClCCl (dichloromethane), C(C)N(CC)CC (triethylamine). Reaction SMILES: [O:1]=[C:2]1[NH:6][C@H:5]([C:7]([OH:9])=O)[CH2:4][CH2:3]1.CN(C)C=O.S(Cl)(Cl)=O.[NH2:19][C:20]1[CH:29]=[C:28]2[C:23]([C:24](=[O:33])[C:25]([C:30]([OH:32])=[O:31])=[CH:26][NH:27]2)=[CH:22][CH:21]=1.Cl[Si](C)(C)C>ClCCl.C(N(CC)CC)C>[O:33]=[C:24]1[C:23]2[C:28](=[CH:29][C:20]([NH:19][C:7]([CH:5]3[CH2:4][CH2:3][C:2](=[O:1])[NH:6]3)=[O:9])=[CH:21][CH:22]=2)[NH:27][CH:26]=[C:25]1[C:30]([OH:32])=[O:31]. Procedure: A mixture of 3.87 g (30 mmol) of 5-oxo-L-proline, 2.32 ml (30 mmol) of dimethylformamide, 2.19 ml (30 mmol) of thionyl chloride, and 75 ml of dichloromethane is stirred with cooling for 50 minutes. A mixture of 4.08 g (20 mmol) of 7-amino-1,4-dihydro-4-oxo-3-quinolinecarboxylic acid, [J. Amer. Chem. Soc., 69, 371 (1947)], 8.4 ml (60 mmol) of triethylamine, 7.6 ml (60 mmol) of chlorotrimethylsilane, and 200 ml of dichloromethane is stirred at room temperature for 50 minutes and then cooled to 0°.... Yields the product O=C1C(=CNC2=CC(=CC=C12)NC(=O)C1NC(CC1)=O)C(=O)O (1,4-dihydro-4-oxo-7-[[(5-oxo-2-pyrrolidinyl)carbonyl]amino]-3-quinolinecarboxylic acid). Isolated yield 74.9%. Reactants: O=C1CC[C@H](N1)C(=O)O (5-oxo-L-proline), CN(C=O)C (dimethylformamide), S(=O)(Cl)Cl (thionyl chloride), acid chloride, silylated quinoline, NC1=CC=C2C(C(=CNC2=C1)C(=O)O)=O (7-amino-1,4-dihydro-4-oxo-3-quinolinecarboxylic acid), Cl[Si](C)(C)C (chlorotrimethylsilane). Starting materials: N(=[N+]=[N-])[C@H]1C[C@@H](O[C@@H]1C(O)S(=O)(=O)C)N1C(=O)NC(=O)C(C)=C1 (3'-azido-3'-deoxy-5'-mesylthymidine), C(C)(=O)C([C@@H]1[C@H](C[C@@H](O1)N1C(=O)N(C(=O)C(C)=C1)C(C1=CC=CC=C1)=O)N=[N+]=[N-])O (5'-acetyl-3'-azido-3-benzoyl-3'-deoxythymidine), C(C)(=O)C([C@@H]1[C@H](C[C@@H](O1)N1C(=O)NC(=O)C(C)=C1)N=[N+]=[N-])O (5'-acetyl-3'-azido-3'-deoxythymidine). The product is N(=[N+]=[N-])[C@H]1C[C@@H](O[C@@H]1C(O)S(=O)(=O)C)N1C(=O)N(C(=O)C(C)=C1)C(C1=CC=CC=C1)=O (3'-Azido-3-benzoyl-3'-deoxy-5'-mesylthymidine). As a reaction SMILES: [N:1]([C@@H:4]1[C@@H:8]([CH:9]([S:11]([CH3:14])(=[O:13])=[O:12])[OH:10])[O:7][C@@H:6]([N:15]2[CH:23]=[C:21]([CH3:22])[C:19](=[O:20])[NH:18][C:16]2=[O:17])[CH2:5]1)=[N+:2]=[N-:3].C(C(O)[C@H]1O[C@@H](N2C=C(C)C(=O)N([C:42](=[O:49])[C:43]3[CH:48]=[CH:47][CH:46]=[CH:45][CH:44]=3)C2=O)C[C@@H]1N=[N+]=[N-])(=O)C.C(C(O)[C@H]1O[C@@H](N2C=C(C)C(=O)NC2=O)C[C@@H]1N=[N+]=[N-])(=O)C>>[N:1]([C@@H:4]1[C@@H:8]([CH:9]([S:11]([CH3:14])(=[O:12])=[O:13])[OH:10])[O:7][C@@H:6]([N:15]2[CH:23]=[C:21]([CH3:22])[C:19](=[O:20])[N:18]([C:42](=[O:49])[C:43]3[CH:48]=[CH:47][CH:46]=[CH:45][CH:44]=3)[C:16]2=[O:17])[CH2:5]1)=[N+:2]=[N-:3]. Procedure: 3'-Azido-3-benzoyl-3'-deoxy-5'-mesylthymidine was prepared from 3'-azido-3'-deoxy-5'-mesylthymidine by an analogous method to that used in Example 40 to prepare 5'-acetyl-3'-azido-3-benzoyl-3'-deoxythymidine from 5'-acetyl-3'-azido-3'-deoxythymidine; m.p.=86°-88° C.